Dataset: the Open Reaction Database (ORD), a public repository of structured organic reaction records. Task: describe an organic reaction: reactants, conditions, products, and yield Starting materials: C(C)(C)(C)N1S\C(\C(=C1)C(C1=CC=CC=C1)O)=N/C(C1=C(C=CC(=C1)Cl)OC)=O (N-[(5Z)-2-tert-butyl-4-[hydroxy(phenyl)methyl]isothiazol-5(2H)-ylidene]-5-chloro-2-methoxybenzamide), C(C)[SiH](CC)CC (triethylsilane), C(=O)(C(F)(F)F)O (TFA). Conditions: temperature 60 celsius. Yields the product FC(C(=O)O)(F)F (trifluoroacetic acid), C(C1=CC=CC=C1)C/1=CN(S\C1=N/C(C1=C(C=CC(=C1)Cl)OC)=O)C(C)(C)C (N-[(5Z)-4-benzyl-2-tert-butylisothiazol-5(2H)-ylidene]-5-chloro-2-methoxybenzamide). Yield: 25.0%. Reaction SMILES: [C:1]([N:5]1[CH:9]=[C:8]([CH:10](O)[C:11]2[CH:16]=[CH:15][CH:14]=[CH:13][CH:12]=2)/[C:7](=[N:18]/[C:19](=[O:29])[C:20]2[CH:25]=[C:24]([Cl:26])[CH:23]=[CH:22][C:21]=2[O:27][CH3:28])/[S:6]1)([CH3:4])([CH3:3])[CH3:2].C([SiH](CC)CC)C.[C:37]([OH:43])([C:39]([F:42])([F:41])[F:40])=[O:38]>>[F:40][C:39]([F:42])([F:41])[C:37]([OH:43])=[O:38].[CH2:10]([C:8]1=[CH:9][N:5]([C:1]([CH3:4])([CH3:3])[CH3:2])[S:6]/[C:7]/1=[N:18]\[C:19](=[O:29])[C:20]1[CH:25]=[C:24]([Cl:26])[CH:23]=[CH:22][C:21]=1[O:27][CH3:28])[C:11]1[CH:16]=[CH:15][CH:14]=[CH:13][CH:12]=1. Procedure: The product from Example 31 (20 mg, 0.05 mmol) in TFA (0.5 mL) was treated with triethylsilane (54 mg, 0.5 mmol). The mixture was heated at 60° C. for 12 hrs, solvent evaporated and the residue purified by reverse phase preparative HPLC on a Waters Symmetry C8 column (25 mm×100 mm, 7 μm particle size) using a gradient of 10% to 100% acetonitrile:0.1% aqueous trifluoroacetic acid over 8 minutes (10 minutes run time) at a flow rate of 40 mL/minute to afford 4.8 mg (25%) of the title compound. 1H N... Procedure details: Starting from trans-4-(2-cyclopropylmethoxy-4-fluoro-phenyl)-5H-pyrrolo[3,2-d]pyrimidine-7-carboxylic acid (4-amino-cyclohexyl)-amide (example A157) acetic acid chlorocarbonyl-methyl ester the title compound is obtained as colorless solid. RXN SMILES: [NH2:1][C@H:2]1[CH2:7][CH2:6][C@H:5]([NH:8][C:9]([C:11]2[C:15]3[N:16]=[CH:17][N:18]=[C:19]([C:20]4[CH:25]=[CH:24][C:23]([F:26])=[CH:22][C:21]=4[O:27][CH2:28][CH:29]4[CH2:31][CH2:30]4)[C:14]=3[NH:13][CH:12]=2)=[O:10])[CH2:4][CH2:3]1.Cl[C:33]([CH2:35][O:36]C(=O)C)=[O:34]>>[OH:36][CH2:35][C:33]([NH:1][C@H:2]1[CH2:7][CH2:6][C@H:5]([NH:8][C:9]([C:11]2[C:15]3[N:16]=[CH:17][N:18]=[C:19]([C:20]4[CH:25]=[CH:24][C:23]([F:26])=[CH:22][C:21]=4[O:27][CH2:28][CH:29]4[CH2:30][CH2:31]4)[C:14]=3[NH:13][CH:12]=2)=[O:10])[CH2:4][CH2:3]1)=[O:34]. Reactants: N[C@@H]1CC[C@H](CC1)NC(=O)C1=CNC2=C1N=CN=C2C2=C(C=C(C=C2)F)OCC2CC2 (trans-4-(2-cyclopropylmethoxy-4-fluoro-phenyl)-5H-pyrrolo[3,2-d]pyrimidine-7-carboxylic acid (4-amino-cyclohexyl)-amide), ClC(=O)COC(C)=O (acetic acid chlorocarbonyl-methyl ester). The product is OCC(=O)N[C@@H]1CC[C@H](CC1)NC(=O)C1=CNC2=C1N=CN=C2C2=C(C=C(C=C2)F)OCC2CC2 (trans-4-(2-Cyclopropylmethoxy-4-fluoro-phenyl)-5H-pyrrolo[3,2-d]pyrimidine-7-carboxylic acid [4-(2-hydroxy-acetylamino)-cyclohexyl]-amide).